This data is from the Open Reaction Database (ORD), a public repository of structured organic reaction records. The task is: describe an organic reaction: reactants, conditions, products, and yield Starting materials: CC[SiH](CC)CC, COC(=O)c1ccc(OCC=O)cc1, O=S(=O)(Cc1ccccc1)NCCc1cc2ccc(Cl)cc2n1C(c1ccccc1)c1ccccc1, ClCCl, O=C(O)C(F)(F)F. The product is COC(=O)c1ccc(OCCc2c(CCNS(=O)(=O)Cc3ccccc3)n(C(c3ccccc3)c3ccccc3)c3cc(Cl)ccc23)cc1. RXN SMILES: [CH2:51]([SiH:52]([CH2:53][CH3:54])[CH2:55][CH3:56])[CH3:57].[CH3:37][O:38][C:39]([c:40]1[cH:41][cH:42][c:43]([O:46][CH2:47][CH:48]=[O:49])[cH:44][cH:45]1)=[O:50].[CH:1]([c:2]1[cH:3][cH:4][cH:5][cH:6][cH:7]1)([c:8]1[cH:9][cH:10][cH:11][cH:12][cH:13]1)[n:14]1[c:15]([CH2:24][CH2:25][NH:26][S:27](=[O:28])(=[O:29])[CH2:30][c:31]2[cH:32][cH:33][cH:34][cH:35][cH:36]2)[cH:16][c:17]2[cH:18][cH:19][c:20]([Cl:23])[cH:21][c:22]12.[Cl:65][CH2:66][Cl:67].[F:58][C:59]([F:60])([F:61])[C:62]([OH:63])=[O:64]>>[CH:1]([c:2]1[cH:3][cH:4][cH:5][cH:6][cH:7]1)([c:8]1[cH:9][cH:10][cH:11][cH:12][cH:13]1)[n:14]1[c:15]([CH2:24][CH2:25][NH:26][S:27](=[O:28])(=[O:29])[CH2:30][c:31]2[cH:32][cH:33][cH:34][cH:35][cH:36]2)[c:16]([CH2:48][CH2:47][O:46][c:43]2[cH:42][cH:41][c:40]([C:39]([O:38][CH3:37])=[O:50])[cH:45][cH:44]2)[c:17]2[cH:18][cH:19][c:20]([Cl:23])[cH:21][c:22]12. Reactants: C(C1=CC=CC=C1)OC=1C=CC(=C2C=CC(NC12)=O)[C@H](CBr)OC1OCCCC1 (8-(Benzyloxy)-5-[(1R)-2-bromo-1-(tetrahydro-2H-pyran-2-yloxy)ethyl]quinolin-2(1H)-one), C(C1=CC=CC=C1)NCCCCCCOCCCCC1=CC=CC=C1 (N-benzyl-6-(4-phenylbutoxy)hexan-1-amine), C(C)(C)N(CC)C(C)C (diisopropylethylamine). The product is C(C1=CC=CC=C1)OC=1C=CC(=C2C=CC(NC12)=O)[C@H](CN(CCCCCCOCCCCC1=CC=CC=C1)CC1=CC=CC=C1)OC1OCCCC1 (8-(Benzyloxy)-5-[(1R)-2-{benzyl[6-(4-phenylbutoxy)hexyl]amino}-1-(tetrahydro-2H-pyran-2-yloxy)ethyl]quinolin-2(1H)-one). The yield is 54.3%. RXN SMILES: [CH2:1]([O:8][C:9]1[CH:10]=[CH:11][C:12]([C@@H:20]([O:23][CH:24]2[CH2:29][CH2:28][CH2:27][CH2:26][O:25]2)[CH2:21]Br)=[C:13]2[C:18]=1[NH:17][C:16](=[O:19])[CH:15]=[CH:14]2)[C:2]1[CH:7]=[CH:6][CH:5]=[CH:4][CH:3]=1.[CH2:30]([NH:37][CH2:38][CH2:39][CH2:40][CH2:41][CH2:42][CH2:43][O:44][CH2:45][CH2:46][CH2:47][CH2:48][C:49]1[CH:54]=[CH:53][CH:52]=[CH:51][CH:50]=1)[C:31]1[CH:36]=[CH:35][CH:34]=[CH:33][CH:32]=1.C(N(C(C)C)CC)(C)C>>[CH2:1]([O:8][C:9]1[CH:10]=[CH:11][C:12]([C@@H:20]([O:23][CH:24]2[CH2:29][CH2:28][CH2:27][CH2:26][O:25]2)[CH2:21][N:37]([CH2:30][C:31]2[CH:36]=[CH:35][CH:34]=[CH:33][CH:32]=2)[CH2:38][CH2:39][CH2:40][CH2:41][CH2:42][CH2:43][O:44][CH2:45][CH2:46][CH2:47][CH2:48][C:49]2[CH:54]=[CH:53][CH:52]=[CH:51][CH:50]=2)=[C:13]2[C:18]=1[NH:17][C:16](=[O:19])[CH:15]=[CH:14]2)[C:2]1[CH:7]=[CH:6][CH:5]=[CH:4][CH:3]=1. Reported procedure: 8-(Benzyloxy)-5-[(1R)-2-bromo-1-(tetrahydro-2H-pyran-2-yloxy)ethyl]quinolin-2(1H)-one (100 mg), N-benzyl-6-(4-phenylbutoxy)hexan-1-amine (Tetrahedron Letters. 1994, 35, 9375) (112 mg) and diisopropylethylamine (77 μl) were heated in a reacti-vial at 120° C. for 4 h prior to cooling to room temperature. The mixture was purified by chromatography (Hexane-EtOAc 2:1, biotage) afforded the title compound (85 mg). LCMS RT=3.46 min The reactants are Cl (hydrochloric acid), OCC1=C(C=C(C(=C1)CO)C(C)C)C(C)C (2,4-Bis-(hydroxymethyl)-1,5-diisopropylbenzene), CI (methyl iodide), [H-].[Na+] (sodium hydride). Solvent: O1CCCC1 (tetrahydrofuran). Reaction conditions: temperature 80 celsius, time 2 hour. The product is OCC1=C(C=C(C(=C1)COC)C(C)C)C(C)C (2-Hydroxymethyl-4-methoxymethyl-1,5-diisopropylbenzene). RXN SMILES: [OH:1][CH2:2][C:3]1[CH:8]=[C:7]([CH2:9][OH:10])[C:6]([CH:11]([CH3:13])[CH3:12])=[CH:5][C:4]=1[CH:14]([CH3:16])[CH3:15].[CH3:17]I.[H-].[Na+].Cl>O1CCCC1>[OH:1][CH2:2][C:3]1[CH:8]=[C:7]([CH2:9][O:10][CH3:17])[C:6]([CH:11]([CH3:12])[CH3:13])=[CH:5][C:4]=1[CH:14]([CH3:16])[CH3:15] |f:2.3|. Procedure details: 31.5 g (0.14 mol) of the compound from Example 3 and 9.6 ml (0.15 mol) of methyl iodide are added under a nitrogen atmosphere to 8.9 g (0.3 mol) of sodium hydride (80% strength in paraffin oil) in 500 ml of tetrahydrofuran. After stirring for 2 h at 80° C., the mixture is cautiously hydrolyzed using 30 ml of dilute hydrochloric acid, the solvent is distilled off, and the residue is taken up in methylene chloride, washed with water, dried and chromatographed on silica gel (230-400 mesh, ethyl ace... The reactants are BrC=1C=CC2=C(N(C=N2)[C@H](C)C2=C(C=C(C=C2)Cl)Cl)C1 ((R)-6-bromo-1-(1-(2,4-dichlorophenyl)ethyl)-1H-benzo[d]imidazole), C(C)(C)(C)OC(=O)N1CCC(=CC1)B(O)O ((N-t-butoxycarbonyl-1,2,3,6-tetrahydropyridin-4-yl)boronic acid), C([O-])([O-])=O.[K+].[K+] (potassium carbonate). The reagents and catalysts are C=1C=CC(=CC1)[P](C=2C=CC=CC2)(C=3C=CC=CC3)[Pd]([P](C=4C=CC=CC4)(C=5C=CC=CC5)C=6C=CC=CC6)([P](C=7C=CC=CC7)(C=8C=CC=CC8)C=9C=CC=CC9)[P](C=1C=CC=CC1)(C=1C=CC=CC1)C=1C=CC=CC1 (tetrakis(triphenylphosphine)palladium(0)). Run in C1(=CC=CC=C1)C (toluene), C(C)O (ethanol). Conditions: temperature 100 celsius. The product is ClC1=C(C=CC(=C1)Cl)[C@@H](C)N1C=NC2=C1C=C(C=C2)C2=CCN(CC2)C(=O)[C@@H]2NCCCC2 ((4-(1-((R)-1-(2,4-dichlorophenyl)ethyl)-1H-benzo[d]imidazol-6-yl)-5,6-dihydropyridin-1(2H)-yl)((R)-piperidin-2-yl)methanone). Reaction SMILES: Br[C:2]1[CH:3]=[CH:4][C:5]2[N:9]=[CH:8][N:7]([C@@H:10]([C:12]3[CH:17]=[CH:16][C:15]([Cl:18])=[CH:14][C:13]=3[Cl:19])[CH3:11])[C:6]=2[CH:20]=1.C(O[C:26]([N:28]1[CH2:33][CH:32]=[C:31](B(O)O)[CH2:30][CH2:29]1)=[O:27])(C)(C)C.C(=O)([O-])[O-].[K+].[K+]>C1(C)C=CC=CC=1.C(O)C.C1C=CC([P]([Pd]([P](C2C=CC=CC=2)(C2C=CC=CC=2)C2C=CC=CC=2)([P](C2C=CC=CC=2)(C2C=CC=CC=2)C2C=CC=CC=2)[P](C2C=CC=CC=2)(C2C=CC=CC=2)C2C=CC=CC=2)(C2C=CC=CC=2)C2C=CC=CC=2)=CC=1>[Cl:19][C:13]1[CH:14]=[C:15]([Cl:18])[CH:16]=[CH:17][C:12]=1[C@H:10]([N:7]1[C:6]2[CH:20]=[C:2]([C:31]3[CH2:30][CH2:29][N:28]([C:26]([C@H:29]4[CH2:30][CH2:31][CH2:32][CH2:33][NH:28]4)=[O:27])[CH2:33][CH:32]=3)[CH:3]=[CH:4][C:5]=2[N:9]=[CH:8]1)[CH3:11] |f:2.3.4,^1:56,58,77,96|. Reported procedure: A mixture of (R)-6-bromo-1-(1-(2,4-dichlorophenyl)ethyl)-1H-benzo[d]imidazole (1.3 g, 3.5 mmol), (N-t-butoxycarbonyl-1,2,3,6-tetrahydropyridin-4-yl)boronic acid pincol ester (1.2 g, 3.9 mmol), tetrakis(triphenylphosphine)palladium(0) (Pd(PPh3)4, 0.20 g, 0.18 mmol), and 2 M aqueous potassium carbonate (5.3 mL, 10.5 mmol) in toluene (10 mL) and ethanol (5 mL). The mixture was purged with nitrogen for 5 min, and then heated at 100° C. for 2 h. After cooling to room temperature, the mixture was extr... Reactants: Cl (hydrochloric acid), OC1=CC=C(C(=O)O)C=C1 (4-hydroxybenzoic acid), C(CCCCCCCCC)(=O)Cl (decanoic acid chloride), CN(C)C1=NC=CC=C1 (dimethylaminopyridine). Run in C(Cl)Cl (methylene chloride), C(C)N(CC)CC (triethylamine), O (water). Product: C(CCCCCCCC)C(=O)OC1=CC=C(C(=O)O)C=C1 (4-n-nonylcarbonyloxybenzoic acid). Yield: 42.5%. As a reaction SMILES: [OH:1][C:2]1[CH:10]=[CH:9][C:5]([C:6]([OH:8])=[O:7])=[CH:4][CH:3]=1.[C:11](Cl)(=[O:21])[CH2:12][CH2:13][CH2:14][CH2:15][CH2:16][CH2:17][CH2:18][CH2:19][CH3:20].CN(C1C=CC=CN=1)C.Cl>C(Cl)Cl.O.C(N(CC)CC)C>[CH2:12]([C:11]([O:1][C:2]1[CH:10]=[CH:9][C:5]([C:6]([OH:8])=[O:7])=[CH:4][CH:3]=1)=[O:21])[CH2:13][CH2:14][CH2:15][CH2:16][CH2:17][CH2:18][CH2:19][CH3:20]. Reported procedure: A solution of 4-hydroxybenzoic acid (3 g), decanoic acid chloride (4.3 g), triethylamine (2.4 g) and dimethylaminopyridine (0.2 g) in methylene chloride (50 ml) was stirred at room temperature for 24 hours, and then poured in water. The solution was neutralized with dilute aqueous hydrochloric acid solution and extracted with dimethyl ether. The extracted product was dried over anhydrous magnesium sulfate and distilled to remove the solvent. The residue was washed enough with hexane to obtain th... Starting materials: ClC1=NC=2N(C(=C1C1=C(C=C(C=C1F)C#N)F)N1CCC(CC1)C)N=CN2 (5-chloro-6-(2,6-difluoro-4-cyanophenyl)-7-(4-methylpiperidin-1-yl)-[1,2,4]-triazolo-[1,5-a]-pyrimidine), CN(C=O)C (dimethylformamide), O (water), C(C)(C)(C)OC (methyl tert-butyl ether). Reagents/catalysts: [C-]#N.C(C)[N+](CC)(CC)CC (tetraethylammonium cyanide). Product: C(#N)C1=NC=2N(C(=C1C1=C(C=C(C=C1F)C#N)F)N1CCC(CC1)C)N=CN2 (5-cyano-6-(2,6-difluoro-4-cyanophenyl)-7-(4-methylpiperidin-1-yl)-[1,2,4]triazolo[1,5-a]pyrimidine). Reaction SMILES: Cl[C:2]1[C:7]([C:8]2[C:13]([F:14])=[CH:12][C:11]([C:15]#[N:16])=[CH:10][C:9]=2[F:17])=[C:6]([N:18]2[CH2:23][CH2:22][CH:21]([CH3:24])[CH2:20][CH2:19]2)[N:5]2[N:25]=[CH:26][N:27]=[C:4]2[N:3]=1.O.C(OC)(C)(C)C.[CH3:35][N:36](C)C=O>[C-]#N.C([N+](CC)(CC)CC)C>[C:35]([C:2]1[C:7]([C:8]2[C:13]([F:14])=[CH:12][C:11]([C:15]#[N:16])=[CH:10][C:9]=2[F:17])=[C:6]([N:18]2[CH2:23][CH2:22][CH:21]([CH3:24])[CH2:20][CH2:19]2)[N:5]2[N:25]=[CH:26][N:27]=[C:4]2[N:3]=1)#[N:36] |f:4.5|. Procedure details: A mixture of 0.1 mol of 5-chloro-6-(2,6-difluoro-4-cyanophenyl)-7-(4-methylpiperidin-1-yl)-[1,2,4]-triazolo-[1,5-a]-pyrimidine (No. I-5) and 0.25 mol of tetraethylammonium cyanide in 750 ml of dimethylformamide (DMF) was stirred at 20–25° C. for 16 hours. After addition of water and methyl tert-butyl ether (MTBE), the organic phase was separated, washed with water, dried and freed from the solvent. After chromatography on silica gel, 6.33 g of the title compound were obtained from the residue. Starting materials: [Al+3], C1CCOC1, CO, COC(=O)c1cccc2c1ccn2-c1ccnc(NC2CCC(O)CC2)n1, Cl, [H-], [H-], [H-], [H-], [Li+], O. Product: O=C(O)c1cccc2c1ccn2-c1ccnc(NC2CCC(O)CC2)n1. Reaction SMILES: [Al+3:2].[CH2:36]1[O:37][CH2:38][CH2:39][CH2:40]1.[CH3:41][OH:42].[CH3:7][O:8][C:9](=[O:10])[c:11]1[c:12]2[cH:13][cH:14][n:15](-[c:20]3[n:21][c:22]([NH:26][CH:27]4[CH2:28][CH2:29][CH:30]([OH:33])[CH2:31][CH2:32]4)[n:23][cH:24][cH:25]3)[c:16]2[cH:17][cH:18][cH:19]1.[ClH:35].[H-:1].[H-:4].[H-:5].[H-:6].[Li+:3].[OH2:34]>>[O:8]=[C:9]([OH:10])[c:11]1[c:12]2[cH:13][cH:14][n:15](-[c:20]3[n:21][c:22]([NH:26][CH:27]4[CH2:28][CH2:29][CH:30]([OH:33])[CH2:31][CH2:32]4)[n:23][cH:24][cH:25]3)[c:16]2[cH:17][cH:18][cH:19]1.